Dataset: the Open Reaction Database (ORD), a public repository of structured organic reaction records. Task: describe an organic reaction: reactants, conditions, products, and yield RXN SMILES: [CH2:33]1[O:34][CH2:35][CH2:36][CH2:37]1.[CH3:38][NH:39][CH3:40].[CH3:41][OH:42].[NH2:1][c:2]1[n:3][c:4](-[c:28]2[o:29][cH:30][cH:31][cH:32]2)[c:5]2[c:6]([n:7]1)[n:8]([CH2:11][c:12]1[cH:13][c:14]3[c:15]([n:16]([C:19]([O:20][C:21]([CH3:22])([CH3:23])[CH3:24])=[O:25])[n:17][n:18]3)[cH:26][cH:27]1)[n:9][n:10]2>>[NH2:1][c:2]1[n:3][c:4](-[c:28]2[o:29][cH:30][cH:31][cH:32]2)[c:5]2[c:6]([n:7]1)[n:8]([CH2:11][c:12]1[cH:13][c:14]3[c:15]([nH:16][n:17][n:18]3)[cH:26][cH:27]1)[n:9][n:10]2. The product is Nc1nc(-c2ccco2)c2nnn(Cc3ccc4[nH]nnc4c3)c2n1. Starting materials: C1CCOC1, CNC, CO, CC(C)(C)OC(=O)n1nnc2cc(Cn3nnc4c(-c5ccco5)nc(N)nc43)ccc21. The reactants are CO, [Na+], [OH-], CC(=O)OCCCCS(=O)(=O)Cc1ccccc1. The product is O=S(=O)(CCCCO)Cc1ccccc1. RXN SMILES: [CH3:21][OH:22].[Na+:20].[OH-:19].[c:1]1([CH2:7][S:8](=[O:9])(=[O:10])[CH2:11][CH2:12][CH2:13][CH2:14][O:15][C:16](=[O:17])[CH3:18])[cH:2][cH:3][cH:4][cH:5][cH:6]1>>[c:1]1([CH2:7][S:8](=[O:9])(=[O:10])[CH2:11][CH2:12][CH2:13][CH2:14][OH:15])[cH:2][cH:3][cH:4][cH:5][cH:6]1. Starting materials: CO, COC(=O)CCc1cccc(CN)c1, Cl, O=Cc1cc2ccccc2o1. Product: COC(=O)CCc1cccc(CNCc2cc3ccccc3o2)c1. Reaction SMILES: [CH3:27][OH:28].[CH3:2][O:3][C:4]([CH2:5][CH2:6][c:7]1[cH:8][c:9]([CH2:13][NH2:14])[cH:10][cH:11][cH:12]1)=[O:15].[ClH:1].[o:16]1[c:17]([CH:25]=[O:26])[cH:18][c:19]2[c:20]1[cH:21][cH:22][cH:23][cH:24]2>>[CH3:2][O:3][C:4]([CH2:5][CH2:6][c:7]1[cH:8][c:9]([CH2:13][NH:14][CH2:25][c:17]2[o:16][c:20]3[c:19]([cH:18]2)[cH:24][cH:23][cH:22][cH:21]3)[cH:10][cH:11][cH:12]1)=[O:15]. Starting materials: [Cu]I, [K+], [K+], [K+], CN(C)C=O, O=C(O)C1CCCN1, O=P([O-])([O-])[O-], Fc1cc(Br)cc(F)c1OCc1ccccc1, c1ccc(COc2cccc3[nH]ccc23)cc1. Yields the product Fc1cc(-n2ccc3c(OCc4ccccc4)cccc32)cc(F)c1OCc1ccccc1. As a reaction SMILES: [Cu:56][I:57].[K+:40].[K+:41].[K+:42].[O:51]=[CH:52][N:53]([CH3:54])[CH3:55].[OH:43][C:44]([CH:45]1[NH:46][CH2:47][CH2:48][CH2:49]1)=[O:50].[P:35]([O-:36])([O-:37])([O-:38])=[O:39].[c:18]1([CH2:24][O:25][c:26]2[c:27]([F:34])[cH:28][c:29]([Br:33])[cH:30][c:31]2[F:32])[cH:19][cH:20][cH:21][cH:22][cH:23]1.[c:1]1([CH2:7][O:8][c:9]2[c:10]3[cH:11][cH:12][nH:13][c:14]3[cH:15][cH:16][cH:17]2)[cH:2][cH:3][cH:4][cH:5][cH:6]1>>[c:1]1([CH2:7][O:8][c:9]2[c:10]3[cH:11][cH:12][n:13](-[c:29]4[cH:28][c:27]([F:34])[c:26]([O:25][CH2:24][c:18]5[cH:19][cH:20][cH:21][cH:22][cH:23]5)[c:31]([F:32])[cH:30]4)[c:14]3[cH:15][cH:16][cH:17]2)[cH:2][cH:3][cH:4][cH:5][cH:6]1. Isolated yield 91.5%. Run in C(Cl)Cl (DCM). Starting materials: TEA, C(C)N=C=O (ethylisocyanate), COC(\C=C\C=1C=C2C(CC3(CCN(CC3)C(=O)OC(C)(C)C)OC2=CC1)=O)=O ((E)-3-{1′-tert-butoxycarbonyl-4-oxo-spiro[chromane-2,4′-piperidine]-6-yl}-acrylic acid methyl ester), COC(\C=C\C=1C=C2C(CC3(CCN(CC3)C(=O)OC(C)(C)C)OC2=CC1)=O)=O ((E)-3-{1′-tert-butoxycarbonyl-4-oxo-spiro[chromane-2,4′-piperidine]-6-yl}-acrylic acid methyl ester). As a reaction SMILES: [CH2:1]([N:3]=C=O)[CH3:2].[CH3:6][O:7][C:8](=[O:34])/[CH:9]=[CH:10]/[C:11]1[CH:12]=[C:13]2[C:30](=[CH:31][CH:32]=1)[O:29][C:16]1([CH2:21][CH2:20][N:19]([C:22](OC(C)(C)C)=[O:23])[CH2:18][CH2:17]1)[CH2:15][C:14]2=[O:33]>C(Cl)Cl>[CH3:6][O:7][C:8](=[O:34])/[CH:9]=[CH:10]/[C:11]1[CH:12]=[C:13]2[C:30](=[CH:31][CH:32]=1)[O:29][C:16]1([CH2:17][CH2:18][N:19]([C:22](=[O:23])[NH:3][CH2:1][CH3:2])[CH2:20][CH2:21]1)[CH2:15][C:14]2=[O:33]. Reported procedure: TEA (0.185 ml, 1.33 mmol) and ethylisocyanate (38 mg, 0.53 mmol) were added to a suspension of (E)-3-{4-oxo-spiro[chromane-2,4′-piperidine]-6-yl}-acrylic acid methyl ester hydrochloride (150 mg, 0.44 mmol, Intermediate 1) in DCM (4 ml), and the mixture was stirred at RT for 1.5 h. The mixture was partitioned between aqueous NaHCO3 (saturated solution) and DCM and the organic phase was dried over Na2SO4 and evaporated. The crude product was purified by column chromatography (eluent: DCM/MeOH/NH4O... Run at time 1.5 hour. Product: COC(\C=C\C=1C=C2C(CC3(CCN(CC3)C(NCC)=O)OC2=CC1)=O)=O ((E)-3-{1′-ethylcarbamoyl-4-oxo-spiro[chromane-2,4′-piperidine]-6-yl}-acrylic acid methyl ester). RXN SMILES: C(OC([NH:8][C:9]1[CH:10]=[C:11]([N:15]([CH2:18][C:19]2[C:28]3[C:23](=[CH:24][CH:25]=[CH:26][CH:27]=3)[CH:22]=[CH:21][CH:20]=2)[CH:16]=[O:17])[CH:12]=[CH:13][CH:14]=1)=O)(C)(C)C.Cl.NC1C=CC=CC=1.[Cl:37][C:38]1[CH:39]=[C:40]([CH:44]=[C:45]([Cl:47])[CH:46]=1)[C:41](Cl)=[O:42]>ClCCl.CCOCC.CC(N(C)C)=O.C(N(CC)CC)C>[Cl:37][C:38]1[CH:39]=[C:40]([C:41]([NH:8][C:9]2[CH:10]=[C:11]([N:15]([CH2:18][C:19]3[C:28]4[C:23](=[CH:24][CH:25]=[CH:26][CH:27]=4)[CH:22]=[CH:21][CH:20]=3)[CH:16]=[O:17])[CH:12]=[CH:13][CH:14]=2)=[O:42])[CH:44]=[C:45]([Cl:47])[CH:46]=1. The product is ClC=1C=C(C=C(C1)Cl)C(=O)NC=1C=C(C=CC1)N(C=O)CC1=CC=CC2=CC=CC=C12 ({3-[(3,5-dichlorophenyl)carbonylamino]phenyl}-N-(naphthylmethyl) formamide). The reactants are Cl (HCl), NC1=CC=CC=C1 (aniline), ClC=1C=C(C(=O)Cl)C=C(C1)Cl (3,5-dichlorobenzoyl chloride), C(C)(C)(C)OC(=O)NC=1C=C(C=CC1)N(C=O)CC1=CC=CC2=CC=CC=C12 ({3-[(tert-Butoxy)carbonylamino]phenyl}-N-(naphthylmethyl) formamide). Run in CCOCC (ether), CC(=O)N(C)C (dimethylacetamide), C(C)N(CC)CC (triethylamine), ClCCl (dichloromethane). Procedure: {3-[(tert-Butoxy)carbonylamino]phenyl}-N-(naphthylmethyl) formamide (270 mg, 0.72 mmol) was dissolved in 25 ml of dichloromethane and treated with 7 ml of 2N HCl in ether. After stirring overnight, the precipitate was collected by filtration and dried under vacuum. The aniline (190 mg, 0.61 mmol) was dissolved in dimethylacetamide (10 ml), and 3,5-dichlorobenzoyl chloride (130 mg, 0.61 mmol) and triethylamine (0.5 mL) were added and the resulting mixture was stirred overnight. The product was wo... Run at time 8 hour. Reaction conditions: temperature 85 celsius, time 1 hour. Reaction SMILES: [CH3:1][N:2]1[C:6]([C:7]2[CH:12]=[CH:11][CH:10]=[CH:9][C:8]=2[C:13]([F:16])([F:15])[F:14])=[N:5][N:4]=[C:3]1[C:17]12[CH2:24][CH2:23][C:20]([C:25]([NH:27][NH:28][C:29](=[O:37])[CH:30]([CH3:36])[CH2:31][C:32]([F:35])([F:34])[F:33])=O)([CH2:21][CH2:22]1)[CH2:19][CH2:18]2.S(Cl)(Cl)=O>C1(C)C=CC=CC=1.CC#N>[CH3:1][N:2]1[C:6]([C:7]2[CH:12]=[CH:11][CH:10]=[CH:9][C:8]=2[C:13]([F:14])([F:16])[F:15])=[N:5][N:4]=[C:3]1[C:17]12[CH2:24][CH2:23][C:20]([C:25]3[O:37][C:29]([CH:30]([CH3:36])[CH2:31][C:32]([F:34])([F:35])[F:33])=[N:28][N:27]=3)([CH2:21][CH2:22]1)[CH2:19][CH2:18]2. Solvent: CC#N (CH3CN), C1(=CC=CC=C1)C (toluene). Procedure: To 13-B in toluene (3 mL) was added thionyl chloride (2 mL) and, fitted with a reflux condenser, the solution was heated to 85° C. under a nitrogen atmosphere. After 1 hour the solvent was stripped off in vacuo. The residue was dissolved in CH3CN (4 ml) and product was purified by Masslynx reverse phase chromatography eluting with a 10-90% CH3CN (0.1% TFA)/water (0.1% TFA) gradient. Solvent was removed in vacuo and the product free based from methylene chloride and saturated aqueous sodium bicar... The reactants are CN1C(=NN=C1C1=C(C=CC=C1)C(F)(F)F)C12CCC(CC1)(CC2)C(=O)NNC(C(CC(F)(F)F)C)=O (4-{-4-methyl-5-[2-(trifluoromethyl)phenyl]-4H-1,2,4-triazol-3-yl}-N′-(4,4,4-trifluoro-2-methylbutanoyl)bicyclo[2.2.2]octane-1-carbohydrazide), S(=O)(Cl)Cl (thionyl chloride). Product: CN1C(=NN=C1C1=C(C=CC=C1)C(F)(F)F)C12CCC(CC1)(CC2)C=2OC(=NN2)C(CC(F)(F)F)C (2-(4-{4-methyl-5-[2-(trifluoromethyl)phenyl]-4H-1,2,4-triazol-3-yl}bicyclo[2.2.2]oct-1-yl)-5-(3,3,3-trifluoro-1-methylpropyl)-1,3,4-oxadiazole). Run at temperature 80 celsius. The solvent is CN(C)C=O (DMF). Procedure: To a mixture of methanol (1 ml) and THF (2 ml) was added sodium hydride (100 mg, 60% dispersion in mineral oil) followed by the addition of 4-i-propyl-phenyl sulfamic acid-[6-chloro-5-(o-methoxyphenoxy)-2-(4-pyridyl)-pyrimidin-4-yl]-amide (100 mg, Referential Example 1e)). DMF (0.5 ml) was added and the reaction mixture was heated to 80° C. for 20 h. The solvents were evaporated, water (14 ml) and a 10% solution of citric acid was added until the pH was 3. The precipitate was filtered off and wa... Yields the product COC1=C(C(=NC(=N1)C1=CC=NC=C1)NS(NC1=CC=C(C=C1)C(C)C)(=O)=O)OC1=C(C=CC=C1)OC (4-i-propyl-phenyl sulfamic acid-[6-methoxy-5-(o-methoxyphenoxy)-2-(4-pyridyl)-pyrimidin-4-yl]-amide). The reactants are ClC1=C(C(=NC(=N1)C1=CC=NC=C1)NS(NC1=CC=C(C=C1)C(C)C)(=O)=O)OC1=C(C=CC=C1)OC (4-i-propyl-phenyl sulfamic acid-[6-chloro-5-(o-methoxyphenoxy)-2-(4-pyridyl)-pyrimidin-4-yl]-amide), CO (methanol), C1CCOC1 (THF), [H-].[Na+] (sodium hydride). RXN SMILES: CO.C1C[O:6][CH2:5]C1.[H-].[Na+].Cl[C:11]1[N:16]=[C:15]([C:17]2[CH:22]=[CH:21][N:20]=[CH:19][CH:18]=2)[N:14]=[C:13]([NH:23][S:24](=[O:36])(=[O:35])[NH:25][C:26]2[CH:31]=[CH:30][C:29]([CH:32]([CH3:34])[CH3:33])=[CH:28][CH:27]=2)[C:12]=1[O:37][C:38]1[CH:43]=[CH:42][CH:41]=[CH:40][C:39]=1[O:44][CH3:45]>CN(C=O)C>[CH3:5][O:6][C:11]1[N:16]=[C:15]([C:17]2[CH:22]=[CH:21][N:20]=[CH:19][CH:18]=2)[N:14]=[C:13]([NH:23][S:24](=[O:36])(=[O:35])[NH:25][C:26]2[CH:31]=[CH:30][C:29]([CH:32]([CH3:34])[CH3:33])=[CH:28][CH:27]=2)[C:12]=1[O:37][C:38]1[CH:43]=[CH:42][CH:41]=[CH:40][C:39]=1[O:44][CH3:45] |f:2.3|. Reactants: COC1=CC=C(C=C1)B(O)O (4-methoxyphenyl boronic acid), mobile phase, Cl/C=1/C2=C(N(C(C\N1)=O)C)C=CC(=C2)Cl ((E)-5,7-Dichloro-1-methyl-1H-benzo[e][1,4]diazepin-2(3H)-one), COCCOC (ethylene glycol dimethyl ether), C(=O)([O-])[O-].[Na+].[Na+] (Na2CO3). The reagents and catalysts are C=1C=CC(=CC1)[P](C=2C=CC=CC2)(C=3C=CC=CC3)[Pd]([P](C=4C=CC=CC4)(C=5C=CC=CC5)C=6C=CC=CC6)([P](C=7C=CC=CC7)(C=8C=CC=CC8)C=9C=CC=CC9)[P](C=1C=CC=CC1)(C=1C=CC=CC1)C=1C=CC=CC1 (Pd(PPh3)4). Run in CCOC(=O)C (EtOAc), CCOC(=O)C (EtOAc). Conditions: temperature 85 celsius, time 2 hour. The product is ClC1=CC\2=C(N(C(C\N=C2\C2=CC=C(C=C2)OC)=O)C)C=C1 ((Z)-7-Chloro-5-(4-methoxyphenyl)-1-methyl-1H-benzo[e][1,4]diazepin-2(3H)-one). Isolated yield 109.4%. As a reaction SMILES: Cl[C:2]1[C:3]2[CH:14]=[C:13]([Cl:15])[CH:12]=[CH:11][C:4]=2[N:5]([CH3:10])[C:6](=[O:9])[CH2:7][N:8]=1.COCCOC.C([O-])([O-])=O.[Na+].[Na+].[CH3:28][O:29][C:30]1[CH:35]=[CH:34][C:33](B(O)O)=[CH:32][CH:31]=1>C1C=CC([P]([Pd]([P](C2C=CC=CC=2)(C2C=CC=CC=2)C2C=CC=CC=2)([P](C2C=CC=CC=2)(C2C=CC=CC=2)C2C=CC=CC=2)[P](C2C=CC=CC=2)(C2C=CC=CC=2)C2C=CC=CC=2)(C2C=CC=CC=2)C2C=CC=CC=2)=CC=1.CCOC(C)=O>[Cl:15][C:13]1[CH:12]=[CH:11][C:4]2[N:5]([CH3:10])[C:6](=[O:9])[CH2:7][N:8]=[C:2]([C:33]3[CH:34]=[CH:35][C:30]([O:29][CH3:28])=[CH:31][CH:32]=3)[C:3]=2[CH:14]=1 |f:2.3.4,^1:42,44,63,82|. Procedure details: In a 1 L 3-neck RBF equipped with magnetic stir bar, condenser, thermocouple, and N2 inlet, crude D1 (30 g, 0.124 mol) was dissolved into 300 mL of ethylene glycol dimethyl ether (DME). To this was added a solution of Na2CO3 (21 g, 0.2 mol in 200 mL of H2O) followed by addition of 4-methoxyphenyl boronic acid (22 g, 0.145 mol) and Pd(PPh3)4 (1.2 g, 8.3 mmol). The reaction mixture was heated in a 85° C. oil bath, under N2, for 2 h and then cool to room temp. To this was added 200 mL of EtOAc and ...